This data is from the Open Reaction Database (ORD), a public repository of structured organic reaction records. The task is: describe an organic reaction: reactants, conditions, products, and yield The reactants are COC(=O)CCNC(=O)C1CN(C2=NC(=O)CS2)C1, O=Cc1ccc2c(cnn2Cc2ccc(C(F)(F)F)cc2C(F)(F)F)c1. Yields the product COC(=O)CCNC(=O)C1CN(C2=NC(=O)C(=Cc3ccc4c(cnn4Cc4ccc(C(F)(F)F)cc4C(F)(F)F)c3)S2)C1. RXN SMILES: [CH3:1][O:2][C:3]([CH2:4][CH2:5][NH:6][C:7](=[O:8])[CH:9]1[CH2:10][N:11]([C:13]2=[N:17][C:16](=[O:18])[CH2:15][S:14]2)[CH2:12]1)=[O:19].[F:20][C:21]([c:22]1[c:23]([CH2:24][n:25]2[n:26][cH:27][c:28]3[cH:29][c:30]([CH:34]=[O:35])[cH:31][cH:32][c:33]23)[cH:36][cH:37][c:38]([C:40]([F:41])([F:42])[F:43])[cH:39]1)([F:44])[F:45]>>[CH3:1][O:2][C:3]([CH2:4][CH2:5][NH:6][C:7](=[O:8])[CH:9]1[CH2:10][N:11]([C:13]2=[N:17][C:16](=[O:18])[C:15](=[CH:34][c:30]3[cH:29][c:28]4[cH:27][n:26][n:25]([CH2:24][c:23]5[c:22]([C:21]([F:20])([F:44])[F:45])[cH:39][c:38]([C:40]([F:41])([F:42])[F:43])[cH:37][cH:36]5)[c:33]4[cH:32][cH:31]3)[S:14]2)[CH2:12]1)=[O:19].